From a dataset of the Open Reaction Database (ORD), a public repository of structured organic reaction records. describe an organic reaction: reactants, conditions, products, and yield Reaction SMILES: [CH3:1][O:2][C:3]1[N:8]=[C:7]([CH3:9])[N:6]=[C:5]([N:10](C2C=CC=CC=2)[C:11](=[O:13])[O-])[N:4]=1.[C:20]([CH2:22][CH:23]=[CH:24][C:25]1[CH:30]=[CH:29][CH:28]=[CH:27][C:26]=1[S:31]([NH2:34])(=[O:33])=[O:32])#[N:21].N12CCCCC1C=NCCC2.Cl>O1CCOCC1.O>[C:20]([CH2:22][CH:23]=[CH:24][C:25]1[CH:30]=[CH:29][CH:28]=[CH:27][C:26]=1[S:31]([NH:34][C:11]([NH:10][C:5]1[N:4]=[C:3]([O:2][CH3:1])[N:8]=[C:7]([CH3:9])[N:6]=1)=[O:13])(=[O:33])=[O:32])#[N:21]. Conditions: time 15 hour. Procedure: 5.2 g of N-(4-methoxy-6-methyl-1,3,5-triazin-2-yl)phenylcarbamate are added to a solution of 4.45 g of 2-(3-cyano-1-propen-1-yl)phenylsulfonamide and 3.3 ml of 1,5-diazabicyclo[5,4,0]undec-5-ene in 80 ml of dioxan, and the mixture is stirred for 15 hours at 20°-25° C. The reaction mixture is then taken up in 350 ml of water and the aqueous solution is acidified to pH 2 with 2N HCl and extracted with ethyl acetate. The organic extracts are combined and concentrated. The oily orange-coloured resid... Isolated yield 66.9%. Product: C(#N)CC=CC1=C(C=CC=C1)S(=O)(=O)NC(=O)NC1=NC(=NC(=N1)OC)C (N-[2-(3-cyano-1-propen-1-yl)phenylsulfonyl]N'-(4-methoxy-6-methyl-1,3,5-triazin-2-yl)urea). Starting materials: Cl (HCl), COC1=NC(=NC(=N1)C)N(C([O-])=O)C1=CC=CC=C1 (N-(4-methoxy-6-methyl-1,3,5-triazin-2-yl)phenylcarbamate), C(#N)CC=CC1=C(C=CC=C1)S(=O)(=O)N (2-(3-cyano-1-propen-1-yl)phenylsulfonamide), N12CCCN=CC2CCCC1 (1,5-diazabicyclo[5,4,0]undec-5-ene). The solvent is O1CCOCC1 (dioxan), O (water). The reactants are O (water), [OH-].[K+] (potassium hydroxide), BrC=1C=CC(=NC1)C#N (5-Bromo-2-pyridinecarbonitrile). The solvent is CCO (EtOH). Reaction conditions: temperature 80 celsius. Yields the product BrC=1C=CC(=NC1)C(=O)O (5-bromo-2-pyridinecarboxylic acid). As a reaction SMILES: [Br:1][C:2]1[CH:3]=[CH:4][C:5]([C:8]#N)=[N:6][CH:7]=1.[OH2:10].[OH-:11].[K+]>CCO>[Br:1][C:2]1[CH:3]=[CH:4][C:5]([C:8]([OH:11])=[O:10])=[N:6][CH:7]=1 |f:2.3|. Procedure details: 5-Bromo-2-pyridinecarbonitrile (1 g, 5.464 mmol) was dissolved in EtOH (20 mL) and water (20 mL) and treated with potassium hydroxide (1.53 g, 27.32 mmol). The reaction mixture was heated to 80° C. for 24 h. The solvent was removed under vacuum and the residue was taken up in water and acidified to pH 4 with 2M HCl. The aqueous layer was extracted with ethyl acetate (×3) and the combined organic layers dried and concentrated to give 5-bromo-2-pyridinecarboxylic acid (0.704 g) as an orange solid ... Reactants: BrCC=Cc1ccccc1, C1CCOC1, [Li]CCCC, CN(C)P(=O)(N(C)C)N(C)C, CC(C)NC(C)C, COC(=O)CC(C)O. Product: COC(=O)C(CC=Cc1ccccc1)C(C)O. RXN SMILES: [CH2:21]([CH:22]=[CH:23][c:24]1[cH:25][cH:26][cH:27][cH:28][cH:29]1)[Br:30].[CH2:31]1[O:32][CH2:33][CH2:34][CH2:35]1.[CH2:8]([Li:9])[CH2:10][CH2:11][CH3:12].[CH3:36][N:37]([CH3:38])[P:39]([N:40]([CH3:41])[CH3:42])([N:43]([CH3:44])[CH3:45])=[O:46].[CH:1]([NH:2][CH:3]([CH3:4])[CH3:5])([CH3:6])[CH3:7].[OH:13][CH:14]([CH2:15][C:16](=[O:17])[O:18][CH3:19])[CH3:20]>>[OH:13][CH:14]([CH:15]([C:16](=[O:17])[O:18][CH3:19])[CH2:21][CH:22]=[CH:23][c:24]1[cH:25][cH:26][cH:27][cH:28][cH:29]1)[CH3:20]. Starting materials: [OH-].[Na+] (sodium hydroxide), [BH4-].[Na+] (Sodium borohydride), C(CC)(=O)O (propionic acid), CNCCCCCCCC (N-methyloctylamine). Conditions: time 3 hour. Product: CN(CCC)CCCCCCCC (N-methyl-N-propyloctylamine). Isolated yield 63.0%. Reaction SMILES: [BH4-].[Na+].[C:3](O)(=O)[CH2:4][CH3:5].[CH3:8][NH:9][CH2:10][CH2:11][CH2:12][CH2:13][CH2:14][CH2:15][CH2:16][CH3:17].[OH-].[Na+]>>[CH3:8][N:9]([CH2:10][CH2:11][CH2:12][CH2:13][CH2:14][CH2:15][CH2:16][CH3:17])[CH2:3][CH2:4][CH3:5] |f:0.1,4.5|. Procedure: Sodium borohydride (6.62 g) was added in portions to propionic acid (52.5 ml), cooled to 5°, maintaining the temperature below 20°. N-methyloctylamine (5 g) was added dropwise, keeping the temperature at 20°. The reaction was stirred at 80° for 3 hours, cooled and basified with 2N sodium hydroxide. The aqueous solution was extracted with dichloromethane (2×75 ml). The combined extracts were dried with anhydrous magnesium sulphate and evaporated to dryness. The resulting oil was purified by colum... The reactants are ClC=1C=C(C=C(C1C[C@H]1C(N(CC1)[C@@H]1CC[C@H](CC1)O[Si](C(C)C)(C(C)C)C(C)C)=O)Cl)C1=CC=C(C=C1)C(=O)O (3′,5′-dichloro-4′-[(R)-2-oxo-trans-1-(4-triisopropylsilanyloxy-cyclohexyl)-pyrrolidin-3-ylmethyl]-biphenyl-4-carboxylic acid), Cl.FC(C1CCNCC1)(F)F (4-trifluoromethyl-piperidine hydrochloride). Product: ClC=1C=C(C=C(C1C[C@H]1C(N(CC1)[C@@H]1CC[C@H](CC1)O[Si](C(C)C)(C(C)C)C(C)C)=O)Cl)C1=CC=C(C=C1)C(=O)N1CCC(CC1)C(F)(F)F ((R)-3-[3,5-dichloro-4′-(4-trifluoromethyl-piperidine-1-carbonyl)-biphenyl-4-ylmethyl]-trans-1-(4-triisopropylsilanyloxy-cyclohexyl)-pyrrolidin-2-one). Yield: 51.0%. Reaction SMILES: [Cl:1][C:2]1[CH:3]=[C:4]([C:33]2[CH:38]=[CH:37][C:36]([C:39](O)=[O:40])=[CH:35][CH:34]=2)[CH:5]=[C:6]([Cl:32])[C:7]=1[CH2:8][C@@H:9]1[CH2:13][CH2:12][N:11]([C@H:14]2[CH2:19][CH2:18][C@H:17]([O:20][Si:21]([CH:28]([CH3:30])[CH3:29])([CH:25]([CH3:27])[CH3:26])[CH:22]([CH3:24])[CH3:23])[CH2:16][CH2:15]2)[C:10]1=[O:31].Cl.[F:43][C:44]([F:52])([F:51])[CH:45]1[CH2:50][CH2:49][NH:48][CH2:47][CH2:46]1>>[Cl:1][C:2]1[CH:3]=[C:4]([C:33]2[CH:34]=[CH:35][C:36]([C:39]([N:48]3[CH2:49][CH2:50][CH:45]([C:44]([F:52])([F:51])[F:43])[CH2:46][CH2:47]3)=[O:40])=[CH:37][CH:38]=2)[CH:5]=[C:6]([Cl:32])[C:7]=1[CH2:8][C@@H:9]1[CH2:13][CH2:12][N:11]([C@H:14]2[CH2:19][CH2:18][C@H:17]([O:20][Si:21]([CH:22]([CH3:23])[CH3:24])([CH:28]([CH3:30])[CH3:29])[CH:25]([CH3:26])[CH3:27])[CH2:16][CH2:15]2)[C:10]1=[O:31] |f:1.2|. Procedure details: Prepare the title compound in a 51% yield by coupling procedure 1 starting from 3′,5′-dichloro-4′-[(R)-2-oxo-trans-1-(4-triisopropylsilanyloxy-cyclohexyl)-pyrrolidin-3-ylmethyl]-biphenyl-4-carboxylic acid and 4-trifluoromethyl-piperidine hydrochloride. Starting materials: Cc1ccc2[nH]c3c(c2c1)CN(C)CC3, CC(C)NC(C)C, ClCc1ccccc1, [Na+], [OH-]. The product is Cc1ccc2c(c1)c1c(n2Cc2ccccc2)CCN(C)C1. RXN SMILES: [CH3:1][N:2]1[CH2:3][c:4]2[c:5]([nH:6][c:7]3[cH:8][cH:9][c:10]([CH3:13])[cH:11][c:12]23)[CH2:14][CH2:15]1.[CH:26]([NH:27][CH:28]([CH3:29])[CH3:30])([CH3:31])[CH3:32].[Cl:16][CH2:17][c:18]1[cH:19][cH:20][cH:21][cH:22][cH:23]1.[Na+:25].[OH-:24]>>[CH3:1][N:2]1[CH2:3][c:4]2[c:5]([n:6]([CH2:17][c:18]3[cH:19][cH:20][cH:21][cH:22][cH:23]3)[c:7]3[cH:8][cH:9][c:10]([CH3:13])[cH:11][c:12]23)[CH2:14][CH2:15]1.